describe an organic reaction: reactants, conditions, products, and yield From a dataset of the Open Reaction Database (ORD), a public repository of structured organic reaction records. Reported procedure: 2-[(4R,6S)-6-hydroxymethyl-2,2-dimethyl-[1,3]dioxan-4-yl]-N-methoxy-N-methyl-acetamide (5.0 g), dichloromethane (30.0 mL), and Dess-Martin periodinane (11.2 g) were added to a reactor under nitrogen atmosphere. The reaction mixture was stirred at 20˜30° C. for over 5 hours. Water (30.0 mL) was added to the reaction mixture. The separated organic layer was concentrated under reduced pressure. The resulting residue was purified with silica gel column chromatography (ethyl acetate/n-hexane=1:3) to ... The yield is 86.7%. Starting materials: OC[C@@H]1C[C@@H](OC(O1)(C)C)CC(=O)N(C)OC (2-[(4R,6S)-6-hydroxymethyl-2,2-dimethyl-[1,3]dioxan-4-yl]-N-methoxy-N-methyl-acetamide), ClCCl (dichloromethane), CC(=O)OI1(C=2C=CC=CC2C(=O)O1)(OC(=O)C)OC(=O)C (Dess-Martin periodinane). RXN SMILES: [OH:1][CH2:2][C@H:3]1[O:8][C:7]([CH3:10])([CH3:9])[O:6][C@@H:5]([CH2:11][C:12]([N:14]([O:16][CH3:17])[CH3:15])=[O:13])[CH2:4]1.ClCCl.CC(OI1(OC(C)=O)(OC(C)=O)OC(=O)C2C=CC=CC1=2)=O>O>[CH:2]([C@H:3]1[O:8][C:7]([CH3:9])([CH3:10])[O:6][C@@H:5]([CH2:11][C:12]([N:14]([O:16][CH3:17])[CH3:15])=[O:13])[CH2:4]1)=[O:1]. The solvent is O (Water). Conditions: time 5 hour. Yields the product C(=O)[C@@H]1C[C@@H](OC(O1)(C)C)CC(=O)N(C)OC (2-[(4R,6S)-6-formyl-2,2-dimethyl-[1,3]dioxan-4-yl]-N-methoxy-N-methyl-acetamide). Reported procedure: Sodium hydride (min 60% paraffinic dispersion, 1.88 g, about 47 mmol) was washed with anhydrous hexane in a nitrogen stream and suspended in anhydrous tetrahydrofuran. The obtained suspension was stirred under cooling with ice, followed by the gradual dropwise addition of a solution of ethyl diethylphosphonoacetate (10.53 g, 47 mmol) in anhydrous tetrahydrofuran. The obtained mixture was stirred at room temperature for 15 minutes. A solution of the t-butyl 5-formyl-2-thiophenecarboxylate (6.65 g... Starting materials: C(C)OP(=O)(OCC)CC(=O)OCC (ethyl diethylphosphonoacetate), C(=O)C1=CC=C(S1)C(=O)OC(C)(C)C (t-butyl 5-formyl-2-thiophenecarboxylate), [H-].[Na+] (Sodium hydride). As a reaction SMILES: [H-].[Na+].C(OP([CH2:11][C:12]([O:14][CH2:15][CH3:16])=[O:13])(OCC)=O)C.[CH:17]([C:19]1[S:23][C:22]([C:24]([O:26][C:27]([CH3:30])([CH3:29])[CH3:28])=[O:25])=[CH:21][CH:20]=1)=O>CCCCCC.O1CCCC1.C(OCC)C>[CH2:15]([O:14][C:12](/[CH:11]=[CH:17]/[C:19]1[S:23][C:22]([C:24]([O:26][C:27]([CH3:30])([CH3:29])[CH3:28])=[O:25])=[CH:21][CH:20]=1)=[O:13])[CH3:16] |f:0.1|. The product is C(C)OC(=O)/C=C/C1=CC=C(S1)C(=O)OC(C)(C)C (t-butyl 5-(2-ethoxycarbonyl-E-ethenyl)-2-thiophenecarboxylate). Solvent: O1CCCC1 (tetrahydrofuran), O1CCCC1 (tetrahydrofuran), O1CCCC1 (tetrahydrofuran), C(C)OCC (diethyl ether), CCCCCC (hexane). Reactants: CSC=1C=C(N)C=CC1 (3-methylthioaniline), [N+](=O)([O-])C=1C=C(C(=O)O)C=CC1 (3-nitrobenzoic acid). Yields the product [N+](=O)([O-])C=1C=C(C(=O)NC2=CC(=CC=C2)SC)C=CC1 (3-Nitro-N-(3-methylthiophenyl)benzamide). Yield: 94.6%. RXN SMILES: [CH3:1][S:2][C:3]1[CH:4]=[C:5]([CH:7]=[CH:8][CH:9]=1)[NH2:6].[N+:10]([C:13]1[CH:14]=[C:15]([CH:19]=[CH:20][CH:21]=1)[C:16](O)=[O:17])([O-:12])=[O:11]>>[N+:10]([C:13]1[CH:14]=[C:15]([CH:19]=[CH:20][CH:21]=1)[C:16]([NH:6][C:5]1[CH:7]=[CH:8][CH:9]=[C:3]([S:2][CH3:1])[CH:4]=1)=[O:17])([O-:12])=[O:11]. Procedure details: Using 3-methylthioaniline (2.1 ml, 16.5 mmol) and 3-nitrobenzoic acid (2.64 g, 15.0 mmol), the procedure of Reference Example 16 was repeated to obtain 4.09 g (94.6%) of the title compound in the form of light yellow needle crystals. Starting materials: [Na] (sodium), C(#N)[BH3-].[Na+] (sodium cyanoborohydride), CC(CC(C(=O)O)=O)C (4-methyl-2-oxopentanoic acid), N[C@@H](C)C(=O)N[C@@H](CC1=CNC2=CC=CC=C12)C(=O)O (L-alanyl-L-tryptophan). Solvent: O (water). Product: C(=O)(O)C(CC(C)C)N[C@@H](C)C(=O)N[C@@H](CC1=CNC2=CC=CC=C12)C(=O)O (N-(1-Carboxy-3-methylbutyl)-L-alanyl-L-tryptophan). RXN SMILES: [Na].[CH3:2][CH:3]([CH3:10])[CH2:4][C:5](=O)[C:6]([OH:8])=[O:7].[NH2:11][C@H:12]([C:14]([NH:16][C@H:17]([C:28]([OH:30])=[O:29])[CH2:18][C:19]1[C:27]2[C:22](=[CH:23][CH:24]=[CH:25][CH:26]=2)[NH:21][CH:20]=1)=[O:15])[CH3:13].C([BH3-])#N.[Na+]>O>[C:6]([CH:5]([NH:11][C@H:12]([C:14]([NH:16][C@H:17]([C:28]([OH:30])=[O:29])[CH2:18][C:19]1[C:27]2[C:22](=[CH:23][CH:24]=[CH:25][CH:26]=2)[NH:21][CH:20]=1)=[O:15])[CH3:13])[CH2:4][CH:3]([CH3:10])[CH3:2])([OH:8])=[O:7] |f:3.4,^1:0|. Reported procedure: A solution of the sodium salt of 4-methyl-2-oxopentanoic acid (414 mg) and L-alanyl-L-tryptophan (150 mg) in water are adjusted to pH 7 with caustic and treated with sodium cyanoborohydride (103 mg) at room temperature for several days. The product is adsorbed on strong acid ion exchange resin and eluted with 2% pyridine in water. The product rich cuts are freeze dried affording 189 mg of fluffly white solid. The mass spectrum shows a molecular ion at 389 m/e and peaks at 187 m/e and 158 m/e for... The reactants are CN(CCNCCN(C)C)C (N,N,N",N"-Tetramethyldiethylenetriamine), C1C(C)O1 (propylene oxide). Conditions: temperature 120 celsius, time 22 hour. Product: CN(CCN(CCN(C)C)CC(C)O)C (N,N,N",N"-Tetramethyl-N'-2-hydroxypropyldiethylenetriamine). RXN SMILES: [CH3:1][N:2]([CH3:11])[CH2:3][CH2:4][NH:5][CH2:6][CH2:7][N:8]([CH3:10])[CH3:9].[CH2:12]1[O:15][CH:13]1[CH3:14]>>[CH3:9][N:8]([CH3:10])[CH2:7][CH2:6][N:5]([CH2:12][CH:13]([OH:15])[CH3:14])[CH2:4][CH2:3][N:2]([CH3:11])[CH3:1]. Procedure: N,N,N",N"-Tetramethyldiethylenetriamine (TMDETA, 24.96 g, 157.2 mmole) and propylene oxide (PO, 9.1 g, 157.0 mmole) were charged to a 50 mL autoclave. The reactor was sealed, the contained air was replaced with nitrogen, the reactor was pressured to 100 psi (689 kPa) with nitrogen, and the contents were heated to 120° C. Analysis of samples withdrawn after 6 and 22 hours showed that little change in composition had occurred after the first 6 hours. After 22 hours, the reaction mixture was cooled... Starting materials: BrC1=NC=CC(=C1)C1=C(N=C(S1)NC(C1=C(C=CC=C1F)F)=O)C (N-[5-(2-Bromo-pyridin-4-yl)-4-methyl-thiazol-2-yl]-2,6-difluoro-benzamide), CN(C)C=O (DMF). The reagents and catalysts are [C-]#N.[C-]#N.[Zn+2] (Zn(CN)2), C=1C=CC(=CC1)[P](C=2C=CC=CC2)(C=3C=CC=CC3)[Pd]([P](C=4C=CC=CC4)(C=5C=CC=CC5)C=6C=CC=CC6)([P](C=7C=CC=CC7)(C=8C=CC=CC8)C=9C=CC=CC9)[P](C=1C=CC=CC1)(C=1C=CC=CC1)C=1C=CC=CC1 (Pd(PPh3)4). Conditions: temperature 110 celsius. The product is C(#N)C1=NC=CC(=C1)C1=C(N=C(S1)NC(C1=C(C=CC=C1F)F)=O)C (N-[5-(2-Cyano-pyridin-4-yl)-4-methyl-thiazol-2-yl]-2,6-difluoro-benzamide). As a reaction SMILES: Br[C:2]1[CH:7]=[C:6]([C:8]2[S:12][C:11]([NH:13][C:14](=[O:23])[C:15]3[C:20]([F:21])=[CH:19][CH:18]=[CH:17][C:16]=3[F:22])=[N:10][C:9]=2[CH3:24])[CH:5]=[CH:4][N:3]=1.[CH3:25][N:26](C=O)C>[C-]#N.[C-]#N.[Zn+2].C1C=CC([P]([Pd]([P](C2C=CC=CC=2)(C2C=CC=CC=2)C2C=CC=CC=2)([P](C2C=CC=CC=2)(C2C=CC=CC=2)C2C=CC=CC=2)[P](C2C=CC=CC=2)(C2C=CC=CC=2)C2C=CC=CC=2)(C2C=CC=CC=2)C2C=CC=CC=2)=CC=1>[C:25]([C:2]1[CH:7]=[C:6]([C:8]2[S:12][C:11]([NH:13][C:14](=[O:23])[C:15]3[C:20]([F:21])=[CH:19][CH:18]=[CH:17][C:16]=3[F:22])=[N:10][C:9]=2[CH3:24])[CH:5]=[CH:4][N:3]=1)#[N:26] |f:2.3.4,^1:38,40,59,78|. Procedure details: A solution of N-[5-(2-Bromo-pyridin-4-yl)-4-methyl-thiazol-2-yl]-2,6-difluoro-benzamide (100 mg, 0.24 mmol), Zn(CN)2 (43.0 mg, 0.36 mmol), and Pd(PPh3)4 (20.0 mg, 0.02 mmol) in DMF (4.0 mL) was degassed by purging with a stream of nitrogen for 10 minutes. The mixture was heated to 110° C. overnight, cooled to room temperature, diluted with CH2Cl2, washed with water, dried (Na2SO4), filtered and concentrated under reduced pressure. The residue was purified on silica gel to give the title compound...